Dataset: the Open Reaction Database (ORD), a public repository of structured organic reaction records. Task: describe an organic reaction: reactants, conditions, products, and yield Reactants: ClC=1C(=C(C=CC1)NC1=NC=NC2=CC(=C(C=C12)CN(C1(CNCCC1)C(=O)NC)C)OC)F (3-[({4-[(3-Chloro-2-fluorophenyl)amino]-7-methoxyquinazolin-6-yl}methyl)(methyl)amino]-N-methylpiperidine-3-carboxamide), CS(=O)(=O)Cl (methanesulfonyl chloride). Product: ClC=1C(=C(C=CC1)NC1=NC=NC2=CC(=C(C=C12)CN(C1(CN(CCC1)S(=O)(=O)C)C(=O)NC)C)OC)F (3-[({4-[(3-chloro-2-fluorophenyl)amino]-7-methoxyquinazolin-6-yl}methyl)(methyl)amino]-N-methyl-1-(methylsulfonyl)piperidine-3-carboxamide). Reaction SMILES: [Cl:1][C:2]1[C:3]([F:34])=[C:4]([NH:8][C:9]2[C:18]3[C:13](=[CH:14][C:15]([O:32][CH3:33])=[C:16]([CH2:19][N:20]([CH3:31])[C:21]4([C:27]([NH:29][CH3:30])=[O:28])[CH2:26][CH2:25][CH2:24][NH:23][CH2:22]4)[CH:17]=3)[N:12]=[CH:11][N:10]=2)[CH:5]=[CH:6][CH:7]=1.[CH3:35][S:36](Cl)(=[O:38])=[O:37]>>[Cl:1][C:2]1[C:3]([F:34])=[C:4]([NH:8][C:9]2[C:18]3[C:13](=[CH:14][C:15]([O:32][CH3:33])=[C:16]([CH2:19][N:20]([CH3:31])[C:21]4([C:27]([NH:29][CH3:30])=[O:28])[CH2:26][CH2:25][CH2:24][N:23]([S:36]([CH3:35])(=[O:38])=[O:37])[CH2:22]4)[CH:17]=3)[N:12]=[CH:11][N:10]=2)[CH:5]=[CH:6][CH:7]=1. Reported procedure: 3-[({4-[(3-Chloro-2-fluorophenyl)amino]-7-methoxyquinazolin-6-yl}methyl)(methyl)amino]-N-methylpiperidine-3-carboxamide (Example 90.1, Isomer 2) was coupled with methanesulfonyl chloride using an analogous method to that described for the equivalent step in Example 89 to give (S or R)-3-[({4-[(3-chloro-2-fluorophenyl)amino]-7-methoxyquinazolin-6-yl}methyl)(methyl)amino]-N-methyl-1-(methylsulfonyl)piperidine-3-carboxamide (Example 90, Isomer 2); 1H NMR Spectrum: (DMSO d6) 1.67 (m, 1H); 1.92 (m, 2... Starting materials: OCCN1CCNCC1 (N-(2-hydroxyethyl)piperazine), C(C)(=O)O[BH-](OC(C)=O)OC(C)=O.[Na+] (sodium triacetoxyborohydride), ClC1=CC=C(CN2N=C(C(=C2)C=O)CN2CCC(CC2)(C2=CC=CC=C2)C2=CC=CC=C2)C=C1 (1-(4-Chlorobenzyl)-3-[(4,4-diphenyl-1-piperidinyl)methyl]-1H-pyrazole-4-carbaldehyde). The reagents and catalysts are C(C)(=O)O (acetic acid). Run in CN(C=O)C (N,N-dimethylformamide), CN(C=O)C (N,N-dimethylformamide). Reaction conditions: time 24 hour. Yields the product ClC1=CC=C(CN2N=C(C(=C2)CN2CCN(CC2)CCO)CN2CCC(CC2)(C2=CC=CC=C2)C2=CC=CC=C2)C=C1 (2-[4-({1-(4-Chlorobenzyl)-3-[(4,4-diphenyl-1-piperidinyl)methyl]-1H-pyrazol-4-yl}methyl)-1-piperazinyl]-1-ethanol). Reaction SMILES: [Cl:1][C:2]1[CH:34]=[CH:33][C:5]([CH2:6][N:7]2[CH:11]=[C:10]([CH:12]=O)[C:9]([CH2:14][N:15]3[CH2:20][CH2:19][C:18]([C:27]4[CH:32]=[CH:31][CH:30]=[CH:29][CH:28]=4)([C:21]4[CH:26]=[CH:25][CH:24]=[CH:23][CH:22]=4)[CH2:17][CH2:16]3)=[N:8]2)=[CH:4][CH:3]=1.[OH:35][CH2:36][CH2:37][N:38]1[CH2:43][CH2:42][NH:41][CH2:40][CH2:39]1.C(O[BH-](OC(=O)C)OC(=O)C)(=O)C.[Na+]>CN(C)C=O.C(O)(=O)C>[Cl:1][C:2]1[CH:3]=[CH:4][C:5]([CH2:6][N:7]2[CH:11]=[C:10]([CH2:12][N:41]3[CH2:42][CH2:43][N:38]([CH2:37][CH2:36][OH:35])[CH2:39][CH2:40]3)[C:9]([CH2:14][N:15]3[CH2:16][CH2:17][C:18]([C:21]4[CH:22]=[CH:23][CH:24]=[CH:25][CH:26]=4)([C:27]4[CH:32]=[CH:31][CH:30]=[CH:29][CH:28]=4)[CH2:19][CH2:20]3)=[N:8]2)=[CH:33][CH:34]=1 |f:2.3|. Procedure details: The product of Example 15 (0.001 g) was dissolved in N,N-dimethylformamide (0.2 ml), N-(2-hydroxyethyl)piperazine (0.0008 g) and 1 drop of acetic acid were added. After 1 hour a solution of sodium triacetoxyborohydride (0.0013 g) in N,N-dimethylformamide (0.1 ml) was added and the solution shaken at room temperature for 24 hours. The solvent was removed to give the product as an oil.